From a dataset of the Open Reaction Database (ORD), a public repository of structured organic reaction records. describe an organic reaction: reactants, conditions, products, and yield Starting materials: NC1=CC=2C3=C(C(NC2C=C1)=O)NC=C3.Cl.C(C)C(=O)O (8-amino-4-oxo-4,5-dihydro-3H-pyrrolo[2,3-c]quinoline 1-ethyl carboxylate hydrochloride), C(C)(=O)NC1=CC=C(C=C1)S(=O)(=O)Cl (4-acetylamino-benzenesulfonyl chloride). Run in CO (methanol). Product: C(C)(=O)NC1=CC=C(C=C1)S(=O)(=O)NC1=CC=2C3=C(C(NC2C=C1)=O)NC=C3.C(C)C(=O)[O-] (8-(4-acetylamino-benzenesulfonylamino)-4-oxo-4,5-dihydro-3H-pyrrolo[2,3-c]quinoline 1-ethyl carboxylate). The yield is 37.3%. As a reaction SMILES: [NH2:1][C:2]1[CH:11]=[CH:10][C:9]2[NH:8][C:7](=[O:12])[C:6]3[NH:13][CH:14]=[CH:15][C:5]=3[C:4]=2[CH:3]=1.Cl.[CH2:17]([C:19]([OH:21])=[O:20])[CH3:18].[C:22]([NH:25][C:26]1[CH:31]=[CH:30][C:29]([S:32](Cl)(=[O:34])=[O:33])=[CH:28][CH:27]=1)(=[O:24])[CH3:23]>CO>[C:22]([NH:25][C:26]1[CH:27]=[CH:28][C:29]([S:32]([NH:1][C:2]2[CH:11]=[CH:10][C:9]3[NH:8][C:7](=[O:12])[C:6]4[NH:13][CH:14]=[CH:15][C:5]=4[C:4]=3[CH:3]=2)(=[O:34])=[O:33])=[CH:30][CH:31]=1)(=[O:24])[CH3:23].[CH2:17]([C:19]([O-:21])=[O:20])[CH3:18] |f:0.1.2,5.6|. Reported procedure: This compound is prepared according to synthesis 43, from 60 mg (0.20 mmol) of 8-amino-4-oxo-4,5-dihydro-3H-pyrrolo[2,3-c]quinoline-1-ethyl carboxylate hydrochloride (synthesis 64) and 50 mg (0.21 mmol) of 4-acetylamino-benzenesulfonyl chloride. After trituration in hot methanol, 35 mg (38%) of 8-(4-acetylamino-benzenesulfonylamino)-4-oxo-4,5-dihydro-3H-pyrrolo[2,3-c]quinoline-1-ethyl carboxylate is obtained in the form of an orange-brown solid. Starting materials: C(C1=CC=CC=C1)OC(C(CC(C(=O)OCC)C(=O)OCC)C)=O (4,4-Diethoxycarbonyl-2-methylbutyric acid benzyl ester), [Na] (sodium), C(CCC)I (Butyl iodide). The solvent is C(C)O (ethanol). Conditions: temperature 10 celsius. Product: C(C1=CC=CC=C1)OC(C(CC(CCCC)(C(=O)OCC)C(=O)OCC)C)=O (4,4-diethoxycarbonyl-2-methyloctanoic acid benzyl ester). RXN SMILES: [CH2:1]([O:8][C:9](=[O:24])[CH:10]([CH3:23])[CH2:11][CH:12]([C:18]([O:20][CH2:21][CH3:22])=[O:19])[C:13]([O:15][CH2:16][CH3:17])=[O:14])[C:2]1[CH:7]=[CH:6][CH:5]=[CH:4][CH:3]=1.[Na].[CH2:26](I)[CH2:27][CH2:28][CH3:29]>C(O)C>[CH2:1]([O:8][C:9](=[O:24])[CH:10]([CH3:23])[CH2:11][C:12]([C:18]([O:20][CH2:21][CH3:22])=[O:19])([C:13]([O:15][CH2:16][CH3:17])=[O:14])[CH2:26][CH2:27][CH2:28][CH3:29])[C:2]1[CH:7]=[CH:6][CH:5]=[CH:4][CH:3]=1 |^1:24|. Procedure: 4,4-Diethoxycarbonyl-2-methylbutyric acid benzyl ester [prepared by Michael condensation of benzylmethacrylate and malonic ester as per J. Am. Chem. Soc., 52, 4598 (1930)] (3.36 g, 10 mmole) is added to a solution of 0.23 g of sodium in ethanol (3 ml) chilled to 10° C. Butyl iodide (1.85 g, 10 mmoles) is added and the mixture is refluxed for four hours. The solvent is removed in vacuo and the mixture is distilled in vacuo to yield 4,4-diethoxycarbonyl-2-methyloctanoic acid benzyl ester. Reactants: C(C1=CC=CC=C1)OC(=O)CCC[C@@H](C(=O)O[C@H](CC(=O)OCC(Cl)(Cl)Cl)CCCCCCCCCCCCC)N=C=O ((3S)-(2,2,2-trichloroethyl) 3-[(2S)-5-benzyloxycarbonyl-2-isocyanatopentanoyl]oxyhexadecanoate), CNC1=NC=CC=C1 (2-(methylamino)pyridine), C(C)(=O)OCC (ethyl acetate). Run in ClCCl (dichloromethane). The product is C(C1=CC=CC=C1)OC(=O)CCC[C@@H](C(=O)O[C@H](CC(=O)OCC(Cl)(Cl)Cl)CCCCCCCCCCCCC)NC(=O)N(C1=NC=CC=C1)C ((3S)-(2,2,2-trichloroethyl) 3-[(2S)-5-benzyloxycarbonyl-2-{3-methyl-3-(2-pyridyl)ureido}pentanoyl]oxyhexadecanoate). The yield is 65.1%. RXN SMILES: [CH2:1]([O:8][C:9]([CH2:11][CH2:12][CH2:13][C@H:14]([N:41]=[C:42]=[O:43])[C:15]([O:17][C@@H:18]([CH2:28][CH2:29][CH2:30][CH2:31][CH2:32][CH2:33][CH2:34][CH2:35][CH2:36][CH2:37][CH2:38][CH2:39][CH3:40])[CH2:19][C:20]([O:22][CH2:23][C:24]([Cl:27])([Cl:26])[Cl:25])=[O:21])=[O:16])=[O:10])[C:2]1[CH:7]=[CH:6][CH:5]=[CH:4][CH:3]=1.[CH3:44][NH:45][C:46]1[CH:51]=[CH:50][CH:49]=[CH:48][N:47]=1.C(OCC)(=O)C>ClCCl>[CH2:1]([O:8][C:9]([CH2:11][CH2:12][CH2:13][C@H:14]([NH:41][C:42]([N:45]([CH3:44])[C:46]1[CH:51]=[CH:50][CH:49]=[CH:48][N:47]=1)=[O:43])[C:15]([O:17][C@@H:18]([CH2:28][CH2:29][CH2:30][CH2:31][CH2:32][CH2:33][CH2:34][CH2:35][CH2:36][CH2:37][CH2:38][CH2:39][CH3:40])[CH2:19][C:20]([O:22][CH2:23][C:24]([Cl:26])([Cl:25])[Cl:27])=[O:21])=[O:16])=[O:10])[C:2]1[CH:3]=[CH:4][CH:5]=[CH:6][CH:7]=1. Procedure details: A solution of (3S)-(2,2,2-trichloroethyl) 3-[(2S)-5-benzyloxycarbonyl-2-isocyanatopentanoyl]oxyhexadecanoate (0.33 g) and 2-(methylamino)pyridine (113 mg) in dichloromethane (5 ml) was stirred at room temperature overnight. The mixture was poured into ethyl acetate (20 ml), and washed with aqueous 1 N-hydrochloric acid (20 ml×2), saturated sodium bicarbonate (20 ml), and brine (20 ml). Then, the solution was dried over magnesium sulfate, and evaporated to dryness. The residue was chromatographed...